Dataset: the Open Reaction Database (ORD), a public repository of structured organic reaction records. Task: describe an organic reaction: reactants, conditions, products, and yield Reactants: C1(CCCCC1)OC=1C=C(C=CC1C(=O)NS(=O)(=O)CCCO)C1=CC=C(C=C1)CCN(C(OC(C)(C)C)=O)C[C@@H](C=1C=NC=CC1)O (tert-butyl [2-[3′-(cyclohexyloxy)-4′-[[[(3-hydroxypropyl)sulfonyl]amino]carbonyl]-4-biphenylyl]ethyl][(2R)-2-hydroxy-2-(3-pyridyl)ethyl]-carbamate), Cl (hydrogen chloride). Solvent: O1CCOCC1 (1,4-dioxane), O1CCOCC1 (1,4-dioxane). Reaction conditions: time 8 hour. The product is Cl.Cl.C1(CCCCC1)OC=1C=C(C=CC1C(=O)NS(=O)(=O)CCCO)C1=CC=C(C=C1)CCNC[C@@H](C=1C=NC=CC1)O (3-(cyclohexyloxy)-N-[(3-hydroxypropyl)sulfonyl]-4′-[2-[[(2R)-2-hydroxy-2-(3-pyridyl)ethyl]amino]ethyl]-4-biphenylcarboxamide dihydrochloride). As a reaction SMILES: [CH:1]1([O:7][C:8]2[CH:9]=[C:10]([C:24]3[CH:29]=[CH:28][C:27]([CH2:30][CH2:31][N:32]([CH2:40][C@H:41]([OH:48])[C:42]4[CH:43]=[N:44][CH:45]=[CH:46][CH:47]=4)C(=O)OC(C)(C)C)=[CH:26][CH:25]=3)[CH:11]=[CH:12][C:13]=2[C:14]([NH:16][S:17]([CH2:20][CH2:21][CH2:22][OH:23])(=[O:19])=[O:18])=[O:15])[CH2:6][CH2:5][CH2:4][CH2:3][CH2:2]1.[ClH:49]>O1CCOCC1>[ClH:49].[ClH:49].[CH:1]1([O:7][C:8]2[CH:9]=[C:10]([C:24]3[CH:25]=[CH:26][C:27]([CH2:30][CH2:31][NH:32][CH2:40][C@H:41]([OH:48])[C:42]4[CH:43]=[N:44][CH:45]=[CH:46][CH:47]=4)=[CH:28][CH:29]=3)[CH:11]=[CH:12][C:13]=2[C:14]([NH:16][S:17]([CH2:20][CH2:21][CH2:22][OH:23])(=[O:18])=[O:19])=[O:15])[CH2:6][CH2:5][CH2:4][CH2:3][CH2:2]1 |f:3.4.5|. Procedure: To a solution of tert-butyl [2-[3′-(cyclohexyloxy)-4′-[[[(3-hydroxypropyl)sulfonyl]amino]carbonyl]-4-biphenylyl]ethyl][(2R)-2-hydroxy-2-(3-pyridyl)ethyl]-carbamate (110 mg) in 1,4-dioxane (1.5 ml) was added hydrogen chloride in 1,4-dioxane (4N, 1.5 ml) at room temperature and the mixture was stirred at the same temperature overnight. The mixture was evaporated under reduced pressure to give 3-(cyclohexyloxy)-N-[(3-hydroxypropyl)sulfonyl]-4′-[2-[[(2R)-2-hydroxy-2-(3-pyridyl)ethyl]amino]ethyl]-4-b... Starting materials: C(C)(C)C1OC2CCC=CCCC=CCCC2O1 (14-isopropyl-13,15-dioxabicyclo[10.3.0]pentadeca-4,8-diene), solution, CC(C)C[AlH]CC(C)C (DIBAH). Solvent: C1(=CC=CC=C1)C (toluene). Yields the product C(C(C)C)OC1CCC=CCCC=CCCC1O (12-isobutoxy-4,8-cyclododecadien-1-ol). Isolated yield 78.9%. As a reaction SMILES: [CH:1]([CH:4]1[O:18][CH:17]2[CH:6]([CH2:7][CH2:8][CH:9]=[CH:10][CH2:11][CH2:12][CH:13]=[CH:14][CH2:15][CH2:16]2)[O:5]1)([CH3:3])[CH3:2].CC(C[AlH]CC(C)C)C>C1(C)C=CC=CC=1>[CH2:4]([O:5][CH:6]1[CH:17]([OH:18])[CH2:16][CH2:15][CH:14]=[CH:13][CH2:12][CH2:11][CH:10]=[CH:9][CH2:8][CH2:7]1)[CH:1]([CH3:3])[CH3:2]. Procedure: The same procedure as that described in example 2(b) was followed but using 5.92 g of 14-isopropyl-13,15-dioxabicyclo[10.3.0]pentadeca-4,8-diene and 39.5 ml of a 1.2M solution of DIBAH in toluene. 4.71 g of 12-isobutoxy-4,8-cyclododecadien-1-ol were obtained. Starting materials: CC(C)C[Al+]CC(C)C, CCOC(=O)c1c(Cl)nc2cc(F)c(OC)cc2c1CC, ClCCl, [H-]. Product: CCc1c(CO)c(Cl)nc2cc(F)c(OC)cc12. RXN SMILES: [CH2:23]([Al+:24][CH2:25][CH:26]([CH3:27])[CH3:28])[CH:29]([CH3:30])[CH3:31].[Cl:1][c:2]1[n:3][c:4]2[cH:5][c:6]([F:21])[c:7]([O:19][CH3:20])[cH:8][c:9]2[c:10]([CH2:17][CH3:18])[c:11]1[C:12](=[O:13])[O:14][CH2:15][CH3:16].[Cl:32][CH2:33][Cl:34].[H-:22]>>[Cl:1][c:2]1[n:3][c:4]2[cH:5][c:6]([F:21])[c:7]([O:19][CH3:20])[cH:8][c:9]2[c:10]([CH2:17][CH3:18])[c:11]1[CH2:12][OH:13]. Starting materials: BrC=1N=C(NC1)CC(=O)C1=CC=CC=C1 (2-(4-bromo-1H-imidazol-2-yl)-1-phenylethanone), C(C#C)(=O)O (propiolic acid), N1(C=NC=C1)C(=O)N1C=NC=C1 (1-(1H-imidazol-1-ylcarbonyl)-1H-imidazole). Product: C(C1=CC=CC=C1)(=O)C1=C2N(C(C=C1)=O)C=C(N2)Br (8-Benzoyl-2-bromoimidazo[1,2-a]pyridin-5(1H)-one). Reaction SMILES: [Br:1][C:2]1[N:3]=[C:4]([CH2:7][C:8]([C:10]2[CH:15]=[CH:14][CH:13]=[CH:12][CH:11]=2)=[O:9])[NH:5][CH:6]=1.[C:16](O)(=[O:19])[C:17]#[CH:18].N1(C(N2C=CN=C2)=O)C=CN=C1>>[C:8]([C:7]1[CH:18]=[CH:17][C:16](=[O:19])[N:5]2[CH:6]=[C:2]([Br:1])[NH:3][C:4]=12)(=[O:9])[C:10]1[CH:15]=[CH:14][CH:13]=[CH:12][CH:11]=1. Reported procedure: The compound is prepared as described in example 6 with 96.50 mg (0.36 mmol) of 2-(4-bromo-1H-imidazol-2-yl)-1-phenylethanone (example XXXXIII), 39.84 mg (0.55 mmol) of propiolic acid and 106.24 mg (0.66 mmol) of 1-(1H-imidazol-1-ylcarbonyl)-1H-imidazole.